This data is from the Open Reaction Database (ORD), a public repository of structured organic reaction records. The task is: describe an organic reaction: reactants, conditions, products, and yield Starting materials: C(C)OC(=O)C1=C(NC2=CC=C(C=C12)OC[C@H](CN)O)C (5-((2S)-3-Amino-2-hydroxy-propoxy)-2-methyl-1H-indole-3-carboxylic acid ethyl ester), FC=1C=C(CC2C(NC(S2)=O)=O)C=CC1N1CCC(CC1)=O (5-[3-Fluoro-4-(4-oxo-piperidine-1-yl)-benzyl]-thiazolidine-2,4-dione). Product: C(C)OC(=O)C1=C(NC2=CC=C(C=C12)OC[C@H](CNC1CCN(CC1)C1=C(C=C(C=C1)CC1C(NC(S1)=O)=O)F)O)C (5-(3-{1-[4-(2,4-Dioxo-thiazolidin-5-ylmethyl)-2-fluoro-phenyl]-piperidine-4-ylamino}-(2S)-2-hydroxy-propoxy)-2-methyl-1H-indole-3-carboxylic acid ethyl ester). As a reaction SMILES: [CH2:1]([O:3][C:4]([C:6]1[C:14]2[C:9](=[CH:10][CH:11]=[C:12]([O:15][CH2:16][C@@H:17]([OH:20])[CH2:18][NH2:19])[CH:13]=2)[NH:8][C:7]=1[CH3:21])=[O:5])[CH3:2].[F:22][C:23]1[CH:24]=[C:25]([CH:34]=[CH:35][C:36]=1[N:37]1[CH2:42][CH2:41][C:40](=O)[CH2:39][CH2:38]1)[CH2:26][CH:27]1[S:31][C:30](=[O:32])[NH:29][C:28]1=[O:33]>>[CH2:1]([O:3][C:4]([C:6]1[C:14]2[C:9](=[CH:10][CH:11]=[C:12]([O:15][CH2:16][C@@H:17]([OH:20])[CH2:18][NH:19][CH:40]3[CH2:41][CH2:42][N:37]([C:36]4[CH:35]=[CH:34][C:25]([CH2:26][CH:27]5[S:31][C:30](=[O:32])[NH:29][C:28]5=[O:33])=[CH:24][C:23]=4[F:22])[CH2:38][CH2:39]3)[CH:13]=2)[NH:8][C:7]=1[CH3:21])=[O:5])[CH3:2]. Procedure: The title compound was prepared from 5-((2S)-3-amino-2-hydroxy-propoxy)-2-methyl-1H-indole-3-carboxylic acid ethyl ester (which was obtained in Example 141) and 5-[3-fluoro-4-(4-oxo-piperidine-1-yl)-benzyl]-thiazolidine-2,4-dione (which was obtained in Example 61) according to the procedure of Example 73 as a yellow solid; 1H NMR (300 MHz, DMSO-d6) δ 1.34 (t, J=7.1 Hz, 3H), 1.56-1.63 (m, 2H), 2.03 (m, 2H), 2.61 (s, 3H), 2.67-2.75 (m, 4H), 2.88-2.96 (m, 4H), 3.04-3.07 (m, 2H), 3.95-3.97 (m, 2H), ... Starting materials: NC(=O)c1cc(Br)cc2c(CC3CCS(=O)(=O)C3)c[nH]c12, O=C([O-])[O-], C1COCCO1, [K+], [K+], O, OB(O)c1ccccc1. The product is NC(=O)c1cc(-c2ccccc2)cc2c(CC3CCS(=O)(=O)C3)c[nH]c12. Reaction SMILES: [Br:1][c:2]1[cH:3][c:4]2[c:5]([CH2:14][CH:15]3[CH2:16][S:17](=[O:20])(=[O:21])[CH2:18][CH2:19]3)[cH:6][nH:7][c:8]2[c:9]([C:11](=[O:12])[NH2:13])[cH:10]1.[C:31](=[O:32])([O-:33])[O-:34].[CH2:37]1[O:38][CH2:39][CH2:40][O:41][CH2:42]1.[K+:35].[K+:36].[OH2:43].[OH:22][B:23]([OH:24])[c:25]1[cH:26][cH:27][cH:28][cH:29][cH:30]1>>[c:2]1(-[c:25]2[cH:26][cH:27][cH:28][cH:29][cH:30]2)[cH:3][c:4]2[c:5]([CH2:14][CH:15]3[CH2:16][S:17](=[O:20])(=[O:21])[CH2:18][CH2:19]3)[cH:6][nH:7][c:8]2[c:9]([C:11](=[O:12])[NH2:13])[cH:10]1.